Dataset: the Open Reaction Database (ORD), a public repository of structured organic reaction records. Task: describe an organic reaction: reactants, conditions, products, and yield Starting materials: CN1CC[C@]23C4=C5C=CC(=C4O[C@H]2C(=CC=C3[C@H]1C5)OC)O (oripavine), O (water). Reaction conditions: time 1 hour. The product is CN1CC[C@]23C=4C5=CC=C(C4O[C@H]2C(=O)CC[C@]3([C@H]1C5)O)O (Oxymorphone). RXN SMILES: [CH3:1][N:2]1[C@@H:18]2[CH2:19][C:7]3[CH:8]=[CH:9][C:10]([OH:22])=[C:11]4[O:12][C@H:13]5[C:14]([O:20]C)=[CH:15][CH:16]=[C:17]2[C@:5]5([C:6]=34)[CH2:4][CH2:3]1.[OH2:23]>>[CH3:1][N:2]1[C@@H:18]2[CH2:19][C:7]3=[CH:8][CH:9]=[C:10]([OH:22])[C:11]4[O:12][C@H:13]5[C:14]([CH2:15][CH2:16][C@:17]2([OH:23])[C@:5]5([C:6]=43)[CH2:4][CH2:3]1)=[O:20]. Reported procedure: The wet cake was charged to a flask. Water (8×1 g per g of oripavine) was charged. Agitation was turned on and nitrogen sweep was initiated. c-HCl (0.3 mL per g of oripavine) was added to form a solution (pH=about 4 to 5). A charcoal treatment and filtration was conducted when the color was dark. c-NH4OH (˜1 mL per g of oripavine) was added to adjust pH=about 9 to 10 to form a precipitate. The mixture was stirred at room temperature for 1 hour, then was filtered and washed with water (5×1 mL per... Reactants: ClC1=NN=C(C2=C1C=C1CCCCN21)C (1-chloro-4-methyl-6,7,8,9-tetrahydropyridazino[4,5-b]indolizine), C12CN(CC(CC1)CC2)CCCCN (4-(3-azabicyclo[3.2.2]non-3-yl)butylamine). Product: C12CN(CC(CC1)CC2)CCCCNC=2N=NC(=C1C2C=C2CCCCN12)C (N-[4-(3-Azabicyclo[3.2.2]non-3-yl)butyl]-6,7,8,9-tetrahydro-4-methylpyridazino[4,5-b]indolizin-1-amine). As a reaction SMILES: Cl[C:2]1[C:7]2[CH:8]=[C:9]3[N:14]([C:6]=2[C:5]([CH3:15])=[N:4][N:3]=1)[CH2:13][CH2:12][CH2:11][CH2:10]3.[CH:16]12[CH2:24][CH2:23][CH:20]([CH2:21][CH2:22]1)[CH2:19][N:18]([CH2:25][CH2:26][CH2:27][CH2:28][NH2:29])[CH2:17]2>>[CH:20]12[CH2:23][CH2:24][CH:16]([CH2:22][CH2:21]1)[CH2:17][N:18]([CH2:25][CH2:26][CH2:27][CH2:28][NH:29][C:2]1[N:3]=[N:4][C:5]([CH3:15])=[C:6]3[N:14]4[C:9]([CH2:10][CH2:11][CH2:12][CH2:13]4)=[CH:8][C:7]=13)[CH2:19]2. Reported procedure: Following the procedure in Example 9, compound XII was allowed to react with 4-(3-azabicyclo[3.2.2]non-3-yl)butylamine to give the title compound which was converted to the dihydrochloride salt: m.p.210° C. (dec.). Starting materials: CC(C(=O)O)N1N=C(C(=C1)C)C1=CC=CC=C1 (α,4-dimethyl-3-phenylpyrazole-1-acetic acid), C(C)NCC (diethylamine), N (ammonia). The product is C(C)N(C(C(N1N=C(C=C1)C1=CC=CC=C1)C)=O)CC (N,N-diethyl-α-methyl-3-phenylpyrazole-1-acetamide). As a reaction SMILES: [CH3:1][CH:2]([N:6]1[CH:10]=[C:9](C)[C:8]([C:12]2[CH:17]=[CH:16][CH:15]=[CH:14][CH:13]=2)=[N:7]1)[C:3]([OH:5])=O.[CH2:18]([NH:20][CH2:21][CH3:22])[CH3:19].N>>[CH2:18]([N:20]([CH2:21][CH3:22])[C:3](=[O:5])[CH:2]([CH3:1])[N:6]1[CH:10]=[CH:9][C:8]([C:12]2[CH:13]=[CH:14][CH:15]=[CH:16][CH:17]=2)=[N:7]1)[CH3:19]. Procedure: Following the procedure of Example 68, but substituting α-methyl-3-phenylpyrazole-1-acetic acid for α,4-dimethyl-3-phenylpyrazole-1-acetic acid, and diethylamine for aqueous ammonia there was obtained N,N-diethyl-α-methyl-3-phenylpyrazole-1-acetamide having a boiling point of 178°/0.2 mm. The reactants are C(C)(C)(C)OC(NC1(COC(OC1)(C)C)CCC1=CC(=C(C=C1)OCCCC1=CC=CC=C1)C(F)(F)F)=O ((2,2-dimethyl-5-{2-[4-(3-phenylpropoxy)-3-trifluoromethylphenyl]ethyl}-1,3-dioxan-5-yl)carbamic acid t-butyl ester), Cl (hydrochloric acid). The solvent is C(C)O (ethanol). Run at temperature 80 celsius, time 2.5 hour. Product: Cl.NC(CO)(CO)CCC1=CC(=C(C=C1)OCCCC1=CC=CC=C1)C(F)(F)F (2-amino-2-{2-[4-(3-phenylpropoxy)-3-trifluoromethylphenyl]ethyl}propane-1,3-diol hydrochloride). As a reaction SMILES: C(OC(=O)[NH:7][C:8]1([CH2:16][CH2:17][C:18]2[CH:23]=[CH:22][C:21]([O:24][CH2:25][CH2:26][CH2:27][C:28]3[CH:33]=[CH:32][CH:31]=[CH:30][CH:29]=3)=[C:20]([C:34]([F:37])([F:36])[F:35])[CH:19]=2)[CH2:13][O:12]C(C)(C)[O:10][CH2:9]1)(C)(C)C.[ClH:39]>C(O)C>[ClH:39].[NH2:7][C:8]([CH2:16][CH2:17][C:18]1[CH:23]=[CH:22][C:21]([O:24][CH2:25][CH2:26][CH2:27][C:28]2[CH:33]=[CH:32][CH:31]=[CH:30][CH:29]=2)=[C:20]([C:34]([F:35])([F:36])[F:37])[CH:19]=1)([CH2:9][OH:10])[CH2:13][OH:12] |f:3.4|. Procedure details: Compound 8-1 (740 mg) was dissolved in ethanol (20 ml), concentrated hydrochloric acid (3 ml) was added, and the mixture was stirred at 80° C. for 2.5 hr. The reaction mixture was concentrated, and the residue was washed with diethyl ether to give the object product (540 mg) as a white powder. Starting materials: [H-].[Na+] (sodium hydride), N1C(=CC2=CC=CC=C12)C(=O)OCC (Ethyl indole-2-carboxylate), BrCC(=O)OCC1=CC=CC=C1 (benzyl bromoacetate). Run in CN(C=O)C (dimethylformamide). Yields the product C(C)OC(=O)C=1N(C2=CC=CC=C2C1)CC(=O)OCC1=CC=CC=C1 (benzyl 2-ethoxycarbonyl-indole-1-acetate). Reaction SMILES: [NH:1]1[C:9]2[C:4](=[CH:5][CH:6]=[CH:7][CH:8]=2)[CH:3]=[C:2]1[C:10]([O:12][CH2:13][CH3:14])=[O:11].[H-].[Na+].Br[CH2:18][C:19]([O:21][CH2:22][C:23]1[CH:28]=[CH:27][CH:26]=[CH:25][CH:24]=1)=[O:20]>CN(C)C=O>[CH2:13]([O:12][C:10]([C:2]1[N:1]([CH2:18][C:19]([O:21][CH2:22][C:23]2[CH:28]=[CH:27][CH:26]=[CH:25][CH:24]=2)=[O:20])[C:9]2[C:4]([CH:3]=1)=[CH:5][CH:6]=[CH:7][CH:8]=2)=[O:11])[CH3:14] |f:1.2|. Procedure details: Ethyl indole-2-carboxylate (22 g) was dissolved in dimethylformamide (150 ml), and sodium hydride (including 60% oil, 5.12 g) was gradually added with stirring. Then, benzyl bromoacetate (19.2 ml) was added, and the mixture was stirred for 3 hours. The reaction mixture was partitioned between ethyl acetate and water. The organic layer was washed with saturated brine and dried over magnesium sulfate. The solvent was concentrated under reduced pressure. The residue thus obtained as a solid was sub... The reactants are Cc1cc2cc(Nc3ccnc4cc(-c5cccn5C(=O)OC(C)(C)C)sc34)ccc2[nH]1, ClCCl, [Na+], [Na+], O=C([O-])[O-], O, O=C(O)C(F)(F)F. The product is Cc1cc2cc(Nc3ccnc4cc(-c5ccc[nH]5)sc34)ccc2[nH]1. RXN SMILES: [C:1]([O:2][C:3](=[O:4])[n:8]1[c:9](-[c:13]2[cH:14][c:15]3[n:16][cH:17][cH:18][c:19]([NH:22][c:23]4[cH:24][c:25]5[cH:26][c:27]([CH3:32])[nH:28][c:29]5[cH:30][cH:31]4)[c:20]3[s:21]2)[cH:10][cH:11][cH:12]1)([CH3:5])([CH3:6])[CH3:7].[Cl:46][CH2:47][Cl:48].[Na+:40].[Na+:41].[O-:42][C:43](=[O:44])[O-:45].[OH2:49].[OH:33][C:34]([C:35]([F:36])([F:37])[F:38])=[O:39]>>[nH:8]1[c:9](-[c:13]2[cH:14][c:15]3[n:16][cH:17][cH:18][c:19]([NH:22][c:23]4[cH:24][c:25]5[cH:26][c:27]([CH3:32])[nH:28][c:29]5[cH:30][cH:31]4)[c:20]3[s:21]2)[cH:10][cH:11][cH:12]1. Reactants: C=O (formalin), CNC(C)=O (N-methylacetamide), Co(OAc)2-4H2O, C(C)(=O)O (acetic acid), C=O (formalin). Run at temperature 130 celsius, time 0.5 hour. The product is C(C)(=O)N(C)CC(=O)O (N-acetylsarcosine). Isolated yield 92.0%. RXN SMILES: [CH3:1][NH:2][C:3](=[O:5])[CH3:4].C=O.[C:8]([OH:11])(=[O:10])[CH3:9]>>[C:3]([N:2]([CH2:9][C:8]([OH:11])=[O:10])[CH3:1])(=[O:5])[CH3:4]. Procedure details: A 1 L autoclave was charged with N-methylacetamide (IX) (160 g, 2.2 mole), Co(OAc)2-4H2O (33 g, 0.13 mole), and acetic acid (1 L). After sealing the autoclave, 2200 psi (15,172 kPa) CO:H2 (70:30) was established at a25° C. with stirring at 2000 rpm. The contents of the autoclave were heated to 130° C. and 3200 psi (22,069 kPa) CO:H2 (70:30) was established. After approximately 0.5 h, rapid gas uptake was observed. The reaction mass was cooled to 85° C. Under a constant 3200 psi (22,069 kPa), 47 ... Reactants: O=C1NC(=O)C(Cc2ccc(O)c3c2CCC(=O)N3Cc2ccccc2)S1, CC(C)(C)[O-], CS(C)=O, CCCCI, [K+], [K+], O, O=S(=O)([O-])O. Product: CCCCOc1ccc(CC2SC(=O)NC2=O)c2c1N(Cc1ccccc1)C(=O)CC2. As a reaction SMILES: [CH2:7]([c:8]1[cH:9][cH:10][cH:11][cH:12][cH:13]1)[N:14]1[C:15](=[O:33])[CH2:16][CH2:17][c:18]2[c:19]([CH2:25][CH:26]3[C:27](=[O:32])[NH:28][C:29](=[O:31])[S:30]3)[cH:20][cH:21][c:22]([OH:24])[c:23]21.[CH3:1][C:2]([CH3:3])([O-:4])[CH3:5].[CH3:46][S:47]([CH3:48])=[O:49].[I:34][CH2:35][CH2:36][CH2:37][CH3:38].[K+:44].[K+:6].[OH2:45].[S:39]([O-:40])([OH:41])(=[O:42])=[O:43]>>[CH2:7]([c:8]1[cH:9][cH:10][cH:11][cH:12][cH:13]1)[N:14]1[C:15](=[O:33])[CH2:16][CH2:17][c:18]2[c:19]([CH2:25][CH:26]3[C:27](=[O:32])[NH:28][C:29](=[O:31])[S:30]3)[cH:20][cH:21][c:22]([O:24][CH2:35][CH2:36][CH2:37][CH3:38])[c:23]21.